From a dataset of the Open Reaction Database (ORD), a public repository of structured organic reaction records. describe an organic reaction: reactants, conditions, products, and yield Starting materials: ClC1=CC=C(C=C1)C(=O)C=1C=CC2=C(C(SCC=3N2N=NN3)C3=CC(=CC=C3)Cl)C1 ((4-chlorophenyl)[6-(3-chlorophenyl)-4H,6H-tetrazolo[1,5-a][4,1]benzothiazepin-8-yl]-methanone), ice water, CCOC(=O)C (EtOAc), [Li]CCCC (nBuLi), BrC=1C=NC=CC1 (3-bromo-pyridine). Solvent: C1CCOC1 (THF), C(C)OCC (diethyl ether), C(C)OCC (diethyl ether). Run at temperature -70 celsius, time 15 minute. Yields the product ClC=1C=C(C=CC1)C1SCC=2N(C3=C1C=C(C=C3)C(O)(C=3C=NC=CC3)C3=CC=C(C=C3)Cl)N=NN2 (6-(3-chlorophenyl)-α-(4-chlorophenyl)-α-(3-pyridinyl)-4H,6H-tetrazolo[1,5-a][4,1]benzothiazepine-8-methanol). Isolated yield 6.3%. As a reaction SMILES: [Li]CCCC.Br[C:7]1[CH:8]=[N:9][CH:10]=[CH:11][CH:12]=1.[Cl:13][C:14]1[CH:19]=[CH:18][C:17]([C:20]([C:22]2[CH:23]=[CH:24][C:25]3[N:31]4[N:32]=[N:33][N:34]=[C:30]4[CH2:29][S:28][CH:27]([C:35]4[CH:40]=[CH:39][CH:38]=[C:37]([Cl:41])[CH:36]=4)[C:26]=3[CH:42]=2)=[O:21])=[CH:16][CH:15]=1.CCOC(C)=O>C(OCC)C.C1COCC1>[Cl:41][C:37]1[CH:36]=[C:35]([CH:27]2[C:26]3[CH:42]=[C:22]([C:20]([C:17]4[CH:18]=[CH:19][C:14]([Cl:13])=[CH:15][CH:16]=4)([C:7]4[CH:8]=[N:9][CH:10]=[CH:11][CH:12]=4)[OH:21])[CH:23]=[CH:24][C:25]=3[N:31]3[N:32]=[N:33][N:34]=[C:30]3[CH2:29][S:28]2)[CH:40]=[CH:39][CH:38]=1. Reported procedure: nBuLi (0.009 mol) was added dropwise at −70° C. to a mixture of 3-bromo-pyridine (0.009 mol) in diethyl ether (10 ml) under N2 flow. The mixture was stirred at −70° C. for 15 minutes. A suspension of intermediate (31) (0.003 mol) in THF (30 ml) was added dropwise at −70° C. The mixture was stirred at −70° C. for 1 hour, then brought slowly to room temperature, stirred overnight and poured out into ice water. EtOAc was added. The mixture was extracted with EtOAc. The organic layer was separated, ... Reactants: CCOC(=O)C1CCN(Cc2coc3cc(Oc4nc5ncccc5s4)ccc23)CC1, CC(C)O, Cl, [K+], [OH-]. Yields the product O=C(O)C1CCN(Cc2coc3cc(Oc4nc5ncccc5s4)ccc23)CC1. RXN SMILES: [CH2:1]([CH3:2])[O:3][C:4](=[O:5])[CH:6]1[CH2:7][CH2:8][N:9]([CH2:12][c:13]2[cH:14][o:15][c:16]3[c:17]2[cH:18][cH:19][c:20]([O:22][c:23]2[s:24][c:25]4[c:26]([n:27][cH:28][cH:29][cH:30]4)[n:31]2)[cH:21]3)[CH2:10][CH2:11]1.[CH:35]([OH:36])([CH3:37])[CH3:38].[ClH:34].[K+:33].[OH-:32]>>[O:3]=[C:4]([OH:5])[CH:6]1[CH2:7][CH2:8][N:9]([CH2:12][c:13]2[cH:14][o:15][c:16]3[c:17]2[cH:18][cH:19][c:20]([O:22][c:23]2[s:24][c:25]4[c:26]([n:27][cH:28][cH:29][cH:30]4)[n:31]2)[cH:21]3)[CH2:10][CH2:11]1. The reactants are [Br-], C[Mg+], C1CCOC1, O=CCCCc1cccnc1. Yields the product CC(O)CCCc1cccnc1. Reaction SMILES: [Br-:1].[CH3:2][Mg+:3].[O:15]1[CH2:16][CH2:17][CH2:18][CH2:19]1.[n:4]1[cH:5][c:6]([CH2:10][CH2:11][CH2:12][CH:13]=[O:14])[cH:7][cH:8][cH:9]1>>[CH3:2][CH:13]([CH2:12][CH2:11][CH2:10][c:6]1[cH:5][n:4][cH:9][cH:8][cH:7]1)[OH:14].